This data is from the Open Reaction Database (ORD), a public repository of structured organic reaction records. The task is: describe an organic reaction: reactants, conditions, products, and yield Reactants: ClC=1C=CC(=C(C=O)C1)O (5-Chloro-2-hydroxy-benzaldehyde), BrCCOC(C)=O (acetic acid 2-bromo-ethyl ester), C(=O)([O-])[O-].[K+].[K+] (K2CO3). The solvent is CN(C)C=O (DMF). Product: ClC1=CC(=C(OCCOC(C)=O)C=C1)C=O (acetic acid 2-(4-chloro-2-formyl-phenoxy)-ethyl ester). Reaction SMILES: [Cl:1][C:2]1[CH:3]=[CH:4][C:5]([OH:10])=[C:6]([CH:9]=1)[CH:7]=[O:8].Br[CH2:12][CH2:13][O:14][C:15](=[O:17])[CH3:16].C([O-])([O-])=O.[K+].[K+]>CN(C=O)C>[Cl:1][C:2]1[CH:3]=[CH:4][C:5]([O:10][CH2:12][CH2:13][O:14][C:15](=[O:17])[CH3:16])=[C:6]([CH:7]=[O:8])[CH:9]=1 |f:2.3.4|. Reported procedure: 5-Chloro-2-hydroxy-benzaldehyde (2 g, 12.8 mmol), acetic acid 2-bromo-ethyl ester (2.57 g, 15.4 mmol), K2CO3 (5.3 g, 38.5 mmol) and KI (0.26 g, 1.54 mmol) were mixed in DMF (20 mL). Then the reaction tube was placed into the cavity of a focused monomode microwave reactor and the contents of the flask were irradiated at 130° C. for 30 min. The mixture was filtered and the filtrate was concentrated. The residue was dissolved in CH2Cl2 and the organic layer was washed with water for several times. ...